This data is from the Open Reaction Database (ORD), a public repository of structured organic reaction records. The task is: describe an organic reaction: reactants, conditions, products, and yield Reactants: Cc1ccccc1, COC(=O)C(C)(NC(=O)Cc1c(Cl)cccc1OC)C(C)C, C1CCOC1, O. The product is COc1cccc(Cl)c1C1C(=O)NC(C)(C(C)C)C1=O. RXN SMILES: [CH3:24][c:25]1[cH:26][cH:27][cH:28][cH:29][cH:30]1.[Cl:1][c:2]1[c:3]([CH2:10][C:11](=[O:12])[NH:13][C:14]([C:15]([O:17][CH3:16])=[O:18])([CH:19]([CH3:20])[CH3:21])[CH3:22])[c:4]([O:8][CH3:9])[cH:5][cH:6][cH:7]1.[O:31]1[CH2:32][CH2:33][CH2:34][CH2:35]1.[OH2:23]>>[Cl:1][c:2]1[c:3]([CH:10]2[C:11](=[O:12])[NH:13][C:14]([CH:19]([CH3:20])[CH3:21])([CH3:22])[C:15]2=[O:17])[c:4]([O:8][CH3:9])[cH:5][cH:6][cH:7]1. The reactants are [OH-].[Na+] (NaOH), NC1=C(C(=NN1C(C)C)C1=CC(=CC=C1)[N+](=O)[O-])C#N (5-amino-1-isopropyl-3-(3-nitrophenyl)-1H-pyrazole-4-carbonitrile), S(O)(O)(=O)=O (sulfuric acid), ice water. Reaction conditions: temperature 65 celsius. The product is NC1=C(C(=NN1C(C)C)C1=CC(=CC=C1)[N+](=O)[O-])C(=O)N (5-amino-1-isopropyl-3-(3-nitrophenyl)-1H-pyrazole-4-carboxamide). The yield is 85.0%. Reaction SMILES: [NH2:1][C:2]1[N:6]([CH:7]([CH3:9])[CH3:8])[N:5]=[C:4]([C:10]2[CH:15]=[CH:14][CH:13]=[C:12]([N+:16]([O-:18])=[O:17])[CH:11]=2)[C:3]=1[C:19]#[N:20].S(=O)(=O)(O)[OH:22].[OH-].[Na+]>>[NH2:1][C:2]1[N:6]([CH:7]([CH3:9])[CH3:8])[N:5]=[C:4]([C:10]2[CH:15]=[CH:14][CH:13]=[C:12]([N+:16]([O-:18])=[O:17])[CH:11]=2)[C:3]=1[C:19]([NH2:20])=[O:22] |f:2.3|. Reported procedure: Compound 26 (100 mg, 0.369 mmol) was added to concentrated sulfuric acid (1 mL) and heated to 65° C. for 3 hours. Afterwards, the reaction mixture was poured into ice water and the pH was brought to 14 with 10 M NaOH. The aqueous material was extracted several times with dichloromethane. The combined organic layers were dried over MgSO4, filtered and concentrated to a solid (91 mg, 85% yield): 1H NMR (400 MHz, DMSO) δ 8.32 (s, 1H), 8.21 (d, J=8.2, 1H), 7.98 (d, J=7.7, 1H), 7.69 (t, J=8.0, 1H), 6... Reactants: CCOC(=O)C=C(CBr)Oc1ccccc1Cl, COCCC(NC(=O)OCC1c2ccccc2-c2ccccc21)C(=O)OC, CC#N, CCN(C(C)C)C(C)C. The product is CCOC(=O)C=C(CNC(CCOC)C(=O)OC)Oc1ccccc1Cl. As a reaction SMILES: [CH2:37]([CH3:38])[O:39][C:40]([CH:41]=[C:42]([CH2:43][Br:44])[O:45][c:46]1[c:47]([Cl:52])[cH:48][cH:49][cH:50][cH:51]1)=[O:53].[CH3:1][O:2][C:3]([CH:4]([CH2:5][CH2:6][O:7][CH3:8])[NH:9][C:10]([O:11][CH2:12][CH:13]1[c:14]2[cH:15][cH:16][cH:17][cH:18][c:19]2-[c:20]2[c:21]1[cH:22][cH:23][cH:24][cH:25]2)=[O:26])=[O:27].[CH3:54][C:55]#[N:56].[CH:28]([N:29]([CH2:30][CH3:31])[CH:32]([CH3:33])[CH3:34])([CH3:35])[CH3:36]>>[CH3:1][O:2][C:3]([CH:4]([CH2:5][CH2:6][O:7][CH3:8])[NH:9][CH2:43][C:42](=[CH:41][C:40]([O:39][CH2:37][CH3:38])=[O:53])[O:45][c:46]1[c:47]([Cl:52])[cH:48][cH:49][cH:50][cH:51]1)=[O:27]. Reactants: NC1=CC=C(C=C1)NNC=O (2-(4-aminophenyl)-1-formylhydrazine), ClC1=C(C=C(C=C1)[N+](=O)[O-])S(=O)(=O)Cl (2-chloro-5-nitrobenzenesulfonyl chloride), [Cl-].[Na+] (sodium chloride). The solvent is CN(C(C)=O)C (N,N-dimethylacetamide), C(C)#N (acetonitrile), N1=CC=CC=C1 (pyridine). Conditions: temperature -5 celsius. Product: ClC1=C(C=C(C=C1)[N+](=O)[O-])S(=O)(=O)NC1=CC=C(C=C1)NNC=O (2-[4-(2-chloro-5-nitrobenzenesulfonamido)phenyl]-1-formylhydrazine). Isolated yield 483.4%. RXN SMILES: [NH2:1][C:2]1[CH:7]=[CH:6][C:5]([NH:8][NH:9][CH:10]=[O:11])=[CH:4][CH:3]=1.[Cl:12][C:13]1[CH:18]=[CH:17][C:16]([N+:19]([O-:21])=[O:20])=[CH:15][C:14]=1[S:22](Cl)(=[O:24])=[O:23].[Cl-].[Na+]>CN(C)C(=O)C.C(#N)C.N1C=CC=CC=1>[Cl:12][C:13]1[CH:18]=[CH:17][C:16]([N+:19]([O-:21])=[O:20])=[CH:15][C:14]=1[S:22]([NH:1][C:2]1[CH:3]=[CH:4][C:5]([NH:8][NH:9][CH:10]=[O:11])=[CH:6][CH:7]=1)(=[O:24])=[O:23] |f:2.3|. Procedure details: In 90 ml of N,N-dimethylacetamide, 76 ml of acetonitrile, and 19 ml of pyridine were dissolved 35.4 g of 2-(4-aminophenyl)-1-formylhydrazine in a nitrogen gas atmosphere and after cooling the solution to -5° C., 59:9 g of 2-chloro-5-nitrobenzenesulfonyl chloride was gradually added thereto while cooling with stirring so that the liquid temperature was not over -5° C. After further stirring the mixture for 1.5 hours at a temperature below -5° C., the temperature thereof was raised to room tempera... RXN SMILES: [NH2:1][C:2]1[C:6]2[C:7](=[O:19])[N:8]([C:12]3[CH:17]=[CH:16][CH:15]=[CH:14][C:13]=3[Cl:18])[CH:9]=[C:10](Br)[C:5]=2[NH:4][N:3]=1.[F:20][C:21]1[CH:26]=[CH:25][CH:24]=[CH:23][C:22]=1B(O)O.C(=O)([O-])[O-].[K+].[K+].COCCOC>C1C=CC([P]([Pd]([P](C2C=CC=CC=2)(C2C=CC=CC=2)C2C=CC=CC=2)([P](C2C=CC=CC=2)(C2C=CC=CC=2)C2C=CC=CC=2)[P](C2C=CC=CC=2)(C2C=CC=CC=2)C2C=CC=CC=2)(C2C=CC=CC=2)C2C=CC=CC=2)=CC=1.O>[NH2:1][C:2]1[C:6]2[C:7](=[O:19])[N:8]([C:12]3[CH:17]=[CH:16][CH:15]=[CH:14][C:13]=3[Cl:18])[CH:9]=[C:10]([C:22]3[CH:23]=[CH:24][CH:25]=[CH:26][C:21]=3[F:20])[C:5]=2[NH:4][N:3]=1 |f:2.3.4,^1:45,47,66,85|. The reactants are NC1=NNC2=C1C(N(C=C2Br)C2=C(C=CC=C2)Cl)=O (3-amino-7-bromo-5-(2-chlorophenyl)-1,5-dihydro-4H-pyrazolo[4,3-c]pyridin-4-one), FC1=C(C=CC=C1)B(O)O (2-fluorophenylboronic acid), C([O-])([O-])=O.[K+].[K+] (potassium carbonate), COCCOC (1,2-dimethoxyethane). Reaction conditions: temperature 90 celsius, time 8 hour. Isolated yield 24.4%. Procedure: A mixture of 3-amino-7-bromo-5-(2-chlorophenyl)-1,5-dihydro-4H-pyrazolo[4,3-c]pyridin-4-one obtained in Step B of Example 18 (150 mg), 2-fluorophenylboronic acid (93 mg), tetrakis(triphenylphosphine)palladium(0) (51 mg), potassium carbonate (122 mg), 1,2-dimethoxyethane (5.0 mL) and water (0.5 mL) was stirred overnight at 90° C. under argon atmosphere. To the reaction mixture was added water, and the mixture was extracted with ethyl acetate. The extract was washed with saturated brine, and dried... Yields the product NC1=NNC2=C1C(N(C=C2C2=C(C=CC=C2)F)C2=C(C=CC=C2)Cl)=O (3-amino-5-(2-chlorophenyl)-7-(2-fluorophenyl)-1,5-dihydro-4H-pyrazolo[4,3-c]pyridin-4-one). Run in O (water), O (water). The reagents and catalysts are C=1C=CC(=CC1)[P](C=2C=CC=CC2)(C=3C=CC=CC3)[Pd]([P](C=4C=CC=CC4)(C=5C=CC=CC5)C=6C=CC=CC6)([P](C=7C=CC=CC7)(C=8C=CC=CC8)C=9C=CC=CC9)[P](C=1C=CC=CC1)(C=1C=CC=CC1)C=1C=CC=CC1 (tetrakis(triphenylphosphine)palladium(0)).